This data is from the Open Reaction Database (ORD), a public repository of structured organic reaction records. The task is: describe an organic reaction: reactants, conditions, products, and yield Reactants: C(C)(C)C1=NC=2C(NC3=C(NC2S1)C=CC=C3)=S (2-isopropyl-4,9-dihydro-3-thia-1,4,9-triazabenzo[f]azulene-10-thione), CO[C@H](C[C@@H]1NCCNC1)C (2(S)-(2(S)-methoxypropyl)piperazine), CO[C@@H](C[C@@H]1NCCNC1)C (2(S)-(2(R)-methoxypropyl)piperazine). Yields the product CO[C@@H](C[C@H]1CN(CCN1)C1=NC2=C(NC=3SC(=NC13)C(C)C)C=CC=C2)C (10-[3(S)-(2(R)-Methoxy-propyl)-piperazin-1-yl]-2-isopropyl-4H-3-thia-1,4,9-triazabenzo[f]azulene). Reaction SMILES: [CH:1]([C:4]1[S:13][C:12]2[NH:11][C:10]3[CH:14]=[CH:15][CH:16]=[CH:17][C:9]=3[NH:8][C:7](=S)[C:6]=2[N:5]=1)([CH3:3])[CH3:2].[CH3:19][O:20][C@@H:21]([CH3:29])[CH2:22][C@H:23]1[CH2:28][NH:27][CH2:26][CH2:25][NH:24]1.CO[C@H](C)C[C@H]1CNCCN1>>[CH3:19][O:20][C@H:21]([CH3:29])[CH2:22][C@@H:23]1[NH:24][CH2:25][CH2:26][N:27]([C:7]2[C:6]3[N:5]=[C:4]([CH:1]([CH3:3])[CH3:2])[S:13][C:12]=3[NH:11][C:10]3[CH:14]=[CH:15][CH:16]=[CH:17][C:9]=3[N:8]=2)[CH2:28]1. Procedure: In a manner similar to that described in Example 359, combine 2-isopropyl-4,9-dihydro-3-thia-1,4,9-triazabenzo[f]azulene-10-thione (0.865 g, 3.14 mmol) and the isomer mixture of 2(S)-(2(S)-methoxypropyl)piperazine and 2(S)-(2(R)-methoxypropyl)piperazine (0.497 g, 3.14 mmol) to obtain the title compound as a mixture of isomers: mass spectrum (APCI): m/z 400.2 (M+1). Reactants: [Al+3], CC(C1OCC(C)(C)CO1)C1CCC2C3=CC=C4CC(O)C5OC5C4(C)C3CCC21C, [H-], [H-], [H-], [H-], [Li+], C1CCOC1, O. Product: CC(C1OCC(C)(C)CO1)C1CCC2C3=CC=C4CC(O)CC(O)C4(C)C3CCC21C. As a reaction SMILES: [Al+3:2].[CH3:7][C:8]1([CH3:37])[CH2:9][O:10][CH:11]([CH:14]([CH3:15])[CH:16]2[CH2:17][CH2:18][CH:19]3[C:20]4=[CH:21][CH:22]=[C:23]5[CH2:24][CH:25]([OH:36])[CH:26]6[CH:27]([C:28]5([CH3:29])[CH:30]4[CH2:31][CH2:32][C:33]23[CH3:34])[O:35]6)[O:12][CH2:13]1.[H-:1].[H-:4].[H-:5].[H-:6].[Li+:3].[O:39]1[CH2:40][CH2:41][CH2:42][CH2:43]1.[OH2:38]>>[CH3:7][C:8]1([CH3:37])[CH2:9][O:10][CH:11]([CH:14]([CH3:15])[CH:16]2[CH2:17][CH2:18][CH:19]3[C:20]4=[CH:21][CH:22]=[C:23]5[CH2:24][CH:25]([OH:36])[CH2:26][CH:27]([OH:35])[C:28]5([CH3:29])[CH:30]4[CH2:31][CH2:32][C:33]23[CH3:34])[O:12][CH2:13]1. The reactants are C1CCOC1, COc1cc2ncnc(Sc3cccc(N)c3)c2cc1OC, CN(C)c1ccncc1, CC(C)c1cc(NC(=O)Oc2ccccc2)n(-c2ccccc2)n1. Yields the product COc1cc2ncnc(Sc3cccc(NC(=O)Nc4cc(C(C)C)nn4-c4ccccc4)c3)c2cc1OC. Reaction SMILES: [CH2:47]1[O:48][CH2:49][CH2:50][CH2:51]1.[CH3:1][O:2][c:3]1[cH:4][c:5]2[c:6]([S:15][c:16]3[cH:17][c:18]([NH2:19])[cH:20][cH:21][cH:22]3)[n:7][cH:8][n:9][c:10]2[cH:11][c:12]1[O:13][CH3:14].[CH3:52][N:53]([c:54]1[cH:55][cH:56][n:57][cH:58][cH:59]1)[CH3:60].[CH:23]([CH3:24])([CH3:25])[c:26]1[n:27][n:28](-[c:41]2[cH:42][cH:43][cH:44][cH:45][cH:46]2)[c:29]([NH:31][C:32]([O:33][c:35]2[cH:36][cH:37][cH:38][cH:39][cH:40]2)=[O:34])[cH:30]1>>[CH3:1][O:2][c:3]1[cH:4][c:5]2[c:6]([S:15][c:16]3[cH:17][c:18]([NH:19][C:32]([NH:31][c:29]4[n:28](-[c:41]5[cH:42][cH:43][cH:44][cH:45][cH:46]5)[n:27][c:26]([CH:23]([CH3:24])[CH3:25])[cH:30]4)=[O:33])[cH:20][cH:21][cH:22]3)[n:7][cH:8][n:9][c:10]2[cH:11][c:12]1[O:13][CH3:14].